From a dataset of the Open Reaction Database (ORD), a public repository of structured organic reaction records. describe an organic reaction: reactants, conditions, products, and yield The reactants are COC=1C=C2C(NC=NC2=CC1OC)=O (6,7-dimethoxy-4-(3H) quinazolinone), C=1C=CC2=C(C1)C(=O)NC=N2 (quinazolinone), ClCCCI (1-chloro-3-iodopropane), C([O-])([O-])=O.[K+].[K+] (potassium carbonate). Run in CN(C)C=O (DMF). Product: ClCCCN1C=NC2=CC(=C(C=C2C1=O)OC)OC (3-(3-chloropropyl)-6,7-dimethoxy-4(3H)-quinazolinone). RXN SMILES: [CH3:1][O:2][C:3]1[CH:4]=[C:5]2[C:10](=[CH:11][C:12]=1[O:13][CH3:14])[N:9]=[CH:8][NH:7][C:6]2=[O:15].C1C=CC2N=CNC(=O)C=2C=1.[Cl:27][CH2:28][CH2:29][CH2:30]I.C(=O)([O-])[O-].[K+].[K+]>CN(C=O)C>[Cl:27][CH2:28][CH2:29][CH2:30][N:7]1[C:6](=[O:15])[C:5]2[C:10](=[CH:11][C:12]([O:13][CH3:14])=[C:3]([O:2][CH3:1])[CH:4]=2)[N:9]=[CH:8]1 |f:3.4.5|. Procedure details: 3-(3-chloropropyl)-6,7-dimethoxy-4(3H)-quinazolinone was prepared starting from 6,7-dimethoxy-4-(3H) quinazolinone (1.61 g, 8 mmol). The quinazolinone was combined with 1-chloro-3-iodopropane (1.9 mL, 8 mmol), an excess of potassium carbonate (10 g) and stirred in 30 mL DMF overnight. The salts were filtered off and the reaction mixture dilluted with water. The solid that formed was collected via vacuum filtration, washed with water and dried, 0.70 g (31%); brown solid; m.p. 143° C., MS: 282.8 (... The reactants are C(C)(=O)Cl (acetylchloride), NC1=NC=CC=C1 (2-amino-pyridine), C1(CCCCC1)[N+]#[C-] (cyclohexylisonitrile), C1(CCCCC1)C=O (cyclohexane carbaldehyde). Run in Cl(=O)(=O)(=O)O (perchloric acid). Product: [Cl-].C(C)(=O)[N+]=1C(=C(N2C1C=CC=C2)NC2CCCCC2)C2CCCCC2 (1-acetyl-2-cyclohexyl-3-cyclohexylamino-imidazo[1,2-a]pyridin-1-ium chloride). Reaction SMILES: [NH2:1][C:2]1[CH:7]=[CH:6][CH:5]=[CH:4][N:3]=1.[CH:8]1([N+:14]#[C-:15])[CH2:13][CH2:12][CH2:11][CH2:10][CH2:9]1.[CH:16]1([CH:22]=O)[CH2:21][CH2:20][CH2:19][CH2:18][CH2:17]1.[C:24]([Cl:27])(=[O:26])[CH3:25]>Cl(O)(=O)(=O)=O>[Cl-:27].[C:24]([N+:1]1[C:22]([CH:16]2[CH2:17][CH2:18][CH2:19][CH2:20][CH2:21]2)=[C:15]([NH:14][CH:8]2[CH2:13][CH2:12][CH2:11][CH2:10][CH2:9]2)[N:3]2[CH:4]=[CH:5][CH:6]=[CH:7][C:2]=12)(=[O:26])[CH3:25] |f:5.6|. Procedure details: Example 23 was carried out in accordance with the general directions for synthesis in process step a) from 1.0 ml (0.1 mmol) 2-amino-pyridine (0.1 M, DCM), 0.575 ml (0.115 mmol) cyclohexylisonitrile solution (0.2 M, DCM), 0.500 ml (0.15 mmol) cyclohexane carbaldehyde solution (0.3 M, DCM) and 10 μl perchloric acid (w=20%) and in process step c) and d) by reacting the resultant reaction product with 0.4 mmol acetylchloride.